From a dataset of the Open Reaction Database (ORD), a public repository of structured organic reaction records. describe an organic reaction: reactants, conditions, products, and yield The reactants are C(C)(=O)C(C(=O)NCC=CC1=CC=CC=C1)=CC1=CC(=CC=C1)Cl (2-acetyl-3-(3-chlorophenyl)-N-(3-phenyl-2-propene-1-yl)acrylamide), N\C(=C/C(=O)OCCC#N)\C (2-cyanoethyl 3-aminocrotonate). The solvent is CC(C)O (2-propanol). The product is ClC=1C=C(C=CC1)C1C(=C(NC(=C1C(NCC=CC1=CC=CC=C1)=O)C)C)C(=O)OCCC#N (2-cyanoethyl 4-(3-chlorophenyl)-2,6-dimethyl-5-(3-phenyl-2-propene-1-ylcarbamoyl)-1,4-dihydropyridine-3-carboxylate). RXN SMILES: [C:1]([C:4](=[CH:17][C:18]1[CH:23]=[CH:22][CH:21]=[C:20]([Cl:24])[CH:19]=1)[C:5]([NH:7][CH2:8][CH:9]=[CH:10][C:11]1[CH:16]=[CH:15][CH:14]=[CH:13][CH:12]=1)=[O:6])(=O)[CH3:2].[NH2:25]/[C:26](/[CH3:35])=[CH:27]\[C:28]([O:30][CH2:31][CH2:32][C:33]#[N:34])=[O:29]>CC(O)C>[Cl:24][C:20]1[CH:19]=[C:18]([CH:17]2[C:4]([C:5](=[O:6])[NH:7][CH2:8][CH:9]=[CH:10][C:11]3[CH:16]=[CH:15][CH:14]=[CH:13][CH:12]=3)=[C:1]([CH3:2])[NH:25][C:26]([CH3:35])=[C:27]2[C:28]([O:30][CH2:31][CH2:32][C:33]#[N:34])=[O:29])[CH:23]=[CH:22][CH:21]=1. Reported procedure: 193 mg (0.568 mmol) of 2-acetyl-3-(3-chlorophenyl)-N-(3-phenyl-2-propene-1-yl)acrylamide and 87.6 mg (0.568 mmol) of 2-cyanoethyl 3-aminocrotonate were heated at 70° C. under stirring in 2.8 ml of 2-propanol overnight. 2-Propanol was evaporated under reduced pressure. The residue was purified by the silica gel chromatography (hexane/ethyl acetate=1/2) to obtain the title compound. Reactants: CO, C#CCON=C(C(=O)OCC)c1csc(N)n1, [Na+], C1CCOC1, [OH-]. The product is C#CCON=C(C(=O)O)c1csc(N)n1. As a reaction SMILES: [CH3:18][OH:19].[NH2:1][c:2]1[s:3][cH:4][c:5]([C:7]([C:8](=[O:9])[O:10][CH2:11][CH3:12])=[N:13][O:14][CH2:15][C:16]#[CH:17])[n:6]1.[Na+:21].[O:22]1[CH2:23][CH2:24][CH2:25][CH2:26]1.[OH-:20]>>[NH2:1][c:2]1[s:3][cH:4][c:5]([C:7]([C:8](=[O:9])[OH:10])=[N:13][O:14][CH2:15][C:16]#[CH:17])[n:6]1. The reactants are BrCC(=O)NC1=C(C(=O)C2=CC=CC=C2)C=C(C=C1)Cl (2-(2-bromoacetamido)-5-chlorobenzophenone), C(C)(C)O (isopropyl alcohol), C1N2CN3CN1CN(C2)C3 (hexamethylenetetramine), [Br-].[NH4+] (ammonium bromide). The solvent is O (water). Product: ClC=1C=CC2=C(C(=NCC(N2)=O)C2=CC=CC=C2)C1 (7-chloro-1,3-dihydro-5-phenyl-2H-1,4-benzodiazepin-2-one). Reaction SMILES: Br[CH2:2][C:3]([NH:5][C:6]1[CH:19]=[CH:18][C:17]([Cl:20])=[CH:16][C:7]=1[C:8]([C:10]1[CH:15]=[CH:14][CH:13]=[CH:12][CH:11]=1)=O)=[O:4].C1N2CN3CN(C2)C[N:22]1C3.[Br-].[NH4+].C(O)(C)C>O>[Cl:20][C:17]1[CH:18]=[CH:19][C:6]2[NH:5][C:3](=[O:4])[CH2:2][N:22]=[C:8]([C:10]3[CH:15]=[CH:14][CH:13]=[CH:12][CH:11]=3)[C:7]=2[CH:16]=1 |f:2.3|. Reported procedure: Reflux 1.76 g. (0.005 moles) of 2-(2-bromoacetamido)-5-chlorobenzophenone, 2.80 g. (0.02 moles) of hexamethylenetetramine and 1.96 g. (0.020 moles) of ammonium bromide in 14 ml. of 85% (v/v) aqueous isopropyl alcohol for 2 hours. Pour the reaction mixture into water and extract with benzene. Dry the benzene solution over anhydrous sodium sulfate. Filter and evaporate to dryness. After recrystallization, 7-chloro-1,3-dihydro-5-phenyl-2H-1,4-benzodiazepin-2-one is obtained. In thin layer chromatog... The reactants are NC1=CC=C(C=C1)C(C1=CC=CC=C1)=O (p-Aminobenzophenone), C(CCCCCCCCCCCCCCCCC)Br (octadecyl bromide), C([O-])([O-])=O.[K+].[K+] (potassium carbonate). Run in CN(P(=O)(N(C)C)N(C)C)C (hexamethylphosphoramide). The product is C(CCCCCCCCCCCCCCCCC)NC1=CC=C(C=C1)C(C1=CC=CC=C1)=O (p-Octadecylaminobenzophenone). Reaction SMILES: [NH2:1][C:2]1[CH:7]=[CH:6][C:5]([C:8](=[O:15])[C:9]2[CH:14]=[CH:13][CH:12]=[CH:11][CH:10]=2)=[CH:4][CH:3]=1.[CH2:16](Br)[CH2:17][CH2:18][CH2:19][CH2:20][CH2:21][CH2:22][CH2:23][CH2:24][CH2:25][CH2:26][CH2:27][CH2:28][CH2:29][CH2:30][CH2:31][CH2:32][CH3:33].C(=O)([O-])[O-].[K+].[K+]>CN(C)P(N(C)C)(N(C)C)=O>[CH2:33]([NH:1][C:2]1[CH:3]=[CH:4][C:5]([C:8](=[O:15])[C:9]2[CH:14]=[CH:13][CH:12]=[CH:11][CH:10]=2)=[CH:6][CH:7]=1)[CH2:32][CH2:31][CH2:30][CH2:29][CH2:28][CH2:27][CH2:26][CH2:25][CH2:24][CH2:23][CH2:22][CH2:21][CH2:20][CH2:19][CH2:18][CH2:17][CH3:16] |f:2.3.4|. Procedure: p-Aminobenzophenone (25 g.) is heated with octadecyl bromide (70 g.) in dry hexamethylphosphoramide (100 ml.) containing anhydrous potassium carbonate (30 g.) for 16 hours at 100° C. The solution is cooled to room temperature, filtered to remove solids, and the filtrate is diluted with cold water (10 ml.). The solid so obtained is collected and washed with water. Recrystallization from ethanol followed by dichloromethane provides the product of the Example. The reactants are Cl, CC(C)(C)OC(=O)N1CCN(S(=O)(=O)c2cccc(C(F)(F)F)c2)CC1, C1COCCO1. Product: Cl, O=S(=O)(c1cccc(C(F)(F)F)c1)N1CCNCC1. RXN SMILES: [ClH:27].[F:1][C:2]([c:3]1[cH:4][c:5]([S:9](=[O:10])(=[O:11])[N:12]2[CH2:13][CH2:14][N:15]([C:18]([O:19][C:20]([CH3:21])([CH3:22])[CH3:23])=[O:24])[CH2:16][CH2:17]2)[cH:6][cH:7][cH:8]1)([F:25])[F:26].[O:28]1[CH2:29][CH2:30][O:31][CH2:32][CH2:33]1>>[ClH:27].[F:1][C:2]([c:3]1[cH:4][c:5]([S:9](=[O:10])(=[O:11])[N:12]2[CH2:13][CH2:14][NH:15][CH2:16][CH2:17]2)[cH:6][cH:7][cH:8]1)([F:25])[F:26]. Starting materials: O=C([O-])[O-], Cc1nsc(-c2ccc(Cl)nn2)n1, [K+], [K+], O=C1OC2(CCNCC2)CN1c1ccccc1. Product: Cc1nsc(-c2ccc(N3CCC4(CC3)CN(c3ccccc3)C(=O)O4)nn2)n1. RXN SMILES: [C:31](=[O:32])([O-:33])[O-:34].[Cl:1][c:2]1[n:3][n:4][c:5](-[c:8]2[n:9][c:10]([CH3:13])[n:11][s:12]2)[cH:6][cH:7]1.[K+:35].[K+:36].[c:14]1([N:20]2[C:21](=[O:30])[O:22][C:23]3([CH2:24]2)[CH2:25][CH2:26][NH:27][CH2:28][CH2:29]3)[cH:15][cH:16][cH:17][cH:18][cH:19]1>>[c:2]1([N:27]2[CH2:26][CH2:25][C:23]3([O:22][C:21](=[O:30])[N:20]([c:14]4[cH:15][cH:16][cH:17][cH:18][cH:19]4)[CH2:24]3)[CH2:29][CH2:28]2)[n:3][n:4][c:5](-[c:8]2[n:9][c:10]([CH3:13])[n:11][s:12]2)[cH:6][cH:7]1. The reactants are C(C)OC(C(CC1=CC=C(C=C1)OCCC1N(C(N(C1)CC1=CC=C(C=C1)C(F)(F)F)=O)C)OC)=O (2-methoxy-3-(4-{2-[3-methyl-2-oxo-1-(4-trifluoromethyl-benzyl)-imidazolidin-4-yl]-ethoxy}-phenyl)-propionic acid ethyl ester), [OH-].[Na+] (NaOH). Run in C(C)O (ethanol). Reaction conditions: time 2 hour. Yields the product COC(C(=O)O)CC1=CC=C(C=C1)OCCC1N(C(N(C1)CC1=CC=C(C=C1)C(F)(F)F)=O)C (2-methoxy-3-(4-{2-[3-methyl-2-oxo-1-(4-trifluoromethyl-benzyl)-imidazolidin-4-yl]-ethoxy}-phenyl)- propionic acid). Yield: 68.5%. RXN SMILES: C([O:3][C:4](=[O:36])[CH:5]([O:34][CH3:35])[CH2:6][C:7]1[CH:12]=[CH:11][C:10]([O:13][CH2:14][CH2:15][CH:16]2[CH2:20][N:19]([CH2:21][C:22]3[CH:27]=[CH:26][C:25]([C:28]([F:31])([F:30])[F:29])=[CH:24][CH:23]=3)[C:18](=[O:32])[N:17]2[CH3:33])=[CH:9][CH:8]=1)C.[OH-].[Na+]>C(O)C>[CH3:35][O:34][CH:5]([CH2:6][C:7]1[CH:8]=[CH:9][C:10]([O:13][CH2:14][CH2:15][CH:16]2[CH2:20][N:19]([CH2:21][C:22]3[CH:23]=[CH:24][C:25]([C:28]([F:31])([F:30])[F:29])=[CH:26][CH:27]=3)[C:18](=[O:32])[N:17]2[CH3:33])=[CH:11][CH:12]=1)[C:4]([OH:36])=[O:3] |f:1.2|. Procedure: A solution of 2-methoxy-3-(4-{2-[3-methyl-2-oxo-1-(4-trifluoromethyl-benzyl)-imidazolidin-4-yl]-ethoxy}-phenyl)-propionic acid ethyl ester (0.040 g, 0.079 mmol) in ethanol (5 mL) was treated with aqueous 5 N NaOH (0.5 mL) and stirred at room temperature for 2 h. The solvent removed in vacuo. The resultant residue was acidified with aqueous 1 N HCl (10 mL) and extracted with CH2Cl2. The organic layer was dried (Na2SO4) and the solvent removed in vacuo to afford 0.026 g (68%) 2-methoxy-3-(4-{2-[3-...